This data is from the Open Reaction Database (ORD), a public repository of structured organic reaction records. The task is: describe an organic reaction: reactants, conditions, products, and yield Starting materials: COc1ccc2c(c1)c1c3c(c(-c4ccccc4)cc1n2CCC(=O)NCCN(C)C)C(=O)NC3=O, N, O. Product: CN(C)CCNC(=O)CCn1c2ccc(O)cc2c2c3c(c(-c4ccccc4)cc21)C(=O)NC3=O. As a reaction SMILES: [CH3:1][N:2]([CH2:3][CH2:4][NH:5][C:6]([CH2:7][CH2:8][n:9]1[c:10]2[cH:11][cH:12][c:13]([O:33][CH3:34])[cH:14][c:15]2[c:16]2[c:17]3[c:18]([c:19](-[c:22]4[cH:23][cH:24][cH:25][cH:26][cH:27]4)[cH:20][c:21]12)[C:28](=[O:32])[NH:29][C:30]3=[O:31])=[O:35])[CH3:36].[NH3:37].[OH2:38]>>[CH3:1][N:2]([CH2:3][CH2:4][NH:5][C:6]([CH2:7][CH2:8][n:9]1[c:10]2[cH:11][cH:12][c:13]([OH:33])[cH:14][c:15]2[c:16]2[c:17]3[c:18]([c:19](-[c:22]4[cH:23][cH:24][cH:25][cH:26][cH:27]4)[cH:20][c:21]12)[C:28](=[O:32])[NH:29][C:30]3=[O:31])=[O:35])[CH3:36]. Reactants: CCC(O)CCS(=O)(=O)NC(C)(C)C, C1=C(C2=NNCCCCCCCC2)CCCCCCCCC1, C1CCOC1, O=C(O)c1ccccc1. Product: CCC(CCS(=O)(=O)NC(C)(C)C)OC(=O)c1ccccc1. RXN SMILES: [C:10]([CH3:11])([CH3:12])([CH3:13])[NH:14][S:15](=[O:16])(=[O:17])[CH2:18][CH2:19][CH:20]([CH2:21][CH3:22])[OH:23].[C:24]1([C:25]2=[CH:35][CH2:34][CH2:33][CH2:32][CH2:31][CH2:30][CH2:29][CH2:28][CH2:27][CH2:26]2)=[N:45][NH:44][CH2:43][CH2:42][CH2:41][CH2:40][CH2:39][CH2:38][CH2:37][CH2:36]1.[O:46]1[CH2:47][CH2:48][CH2:49][CH2:50]1.[OH:1][C:2](=[O:3])[c:4]1[cH:5][cH:6][cH:7][cH:8][cH:9]1>>[O:1]=[C:2]([O:3][CH:20]([CH2:19][CH2:18][S:15]([NH:14][C:10]([CH3:11])([CH3:12])[CH3:13])(=[O:16])=[O:17])[CH2:21][CH3:22])[c:4]1[cH:5][cH:6][cH:7][cH:8][cH:9]1.